This data is from the Open Reaction Database (ORD), a public repository of structured organic reaction records. The task is: describe an organic reaction: reactants, conditions, products, and yield The reactants are CCCN(CCC)CCCCN(CCC(=O)O)Cc1ccc(CN(Cc2ncc[nH]2)Cc2nccn2C)cc1, CC(C)O, Cl. The product is CCCN(CCC)CCCCN(CCC(=O)OC(C)C)Cc1ccc(CN(Cc2ncc[nH]2)Cc2nccn2C)cc1. Reaction SMILES: [CH2:2]([CH2:3][CH3:4])[N:5]([CH2:6][CH2:7][CH2:8][CH2:9][N:10]([CH2:11][CH2:12][C:13](=[O:14])[OH:15])[CH2:16][c:17]1[cH:18][cH:19][c:20]([CH2:23][N:24]([CH2:25][c:26]2[n:27]([CH3:31])[cH:28][cH:29][n:30]2)[CH2:32][c:33]2[nH:34][cH:35][cH:36][n:37]2)[cH:21][cH:22]1)[CH2:38][CH2:39][CH3:40].[CH3:41][CH:42]([CH3:43])[OH:44].[ClH:1]>>[CH2:2]([CH2:3][CH3:4])[N:5]([CH2:6][CH2:7][CH2:8][CH2:9][N:10]([CH2:11][CH2:12][C:13]([O:14][CH:42]([CH3:41])[CH3:43])=[O:15])[CH2:16][c:17]1[cH:18][cH:19][c:20]([CH2:23][N:24]([CH2:25][c:26]2[n:27]([CH3:31])[cH:28][cH:29][n:30]2)[CH2:32][c:33]2[nH:34][cH:35][cH:36][n:37]2)[cH:21][cH:22]1)[CH2:38][CH2:39][CH3:40]. Starting materials: CSCN1C(C(=NC2=CC=CC=C12)C(=O)OCC)=O (ethyl 1-(methylthiomethyl)-2-oxo-1,2-dihydroquinoxaline-3-carboxy late), S(=O)(=O)(Cl)Cl (sulfuryl chloride). Solvent: ClCCl (dichloromethane). Conditions: time 2 hour. The product is ClCN1C(C(=NC2=CC=CC=C12)C(=O)OCC)=O (ethyl 1-(chloromethyl)-2-oxo-1,2-dihydroquinoxaline-3-carboxylate). Reaction SMILES: CS[CH2:3][N:4]1[C:13]2[C:8](=[CH:9][CH:10]=[CH:11][CH:12]=2)[N:7]=[C:6]([C:14]([O:16][CH2:17][CH3:18])=[O:15])[C:5]1=[O:19].S(Cl)([Cl:23])(=O)=O>ClCCl>[Cl:23][CH2:3][N:4]1[C:13]2[C:8](=[CH:9][CH:10]=[CH:11][CH:12]=2)[N:7]=[C:6]([C:14]([O:16][CH2:17][CH3:18])=[O:15])[C:5]1=[O:19]. Reported procedure: 2.1 g (7.5 mmol) of ethyl 1-(methylthiomethyl)-2-oxo-1,2-dihydroquinoxaline-3-carboxy late was dissolved in dichloromethane (10 mL), and 1.3 g (9.8 mmol) of sulfuryl chloride was added dropwise at or below 10° C. The mixture was stirred for 2 hours at room temperature. After completion of the reaction, the solvent was distilled off under reduced pressure, to obtain ethyl 1-(chloromethyl)-2-oxo-1,2-dihydroquinoxaline-3-carboxylate. The chloromethylation product thus obtained was used in the subse... The reactants are C(C)(=O)O (acetic acid), O(C1=CC=CC=C1)C=1C=C(C=O)C=CC1 (3-phenoxybenzaldehyde), [N+](=O)([O-])C (nitromethane), C(C)(=O)[O-].[NH4+] (ammonium acetate). The solvent is C(C)(=O)OCC (ethyl acetate), O (Water). Conditions: temperature 100 celsius, time 3 hour. Yields the product [N+](=O)([O-])/C=C/C1=CC(=CC=C1)OC1=CC=CC=C1 (1-((E)-2-nitro-vinyl)-3-phenoxy-benzene). Isolated yield 98.8%. Reaction SMILES: C(O)(=O)C.[O:5]([C:12]1[CH:13]=[C:14]([CH:17]=[CH:18][CH:19]=1)[CH:15]=O)[C:6]1[CH:11]=[CH:10][CH:9]=[CH:8][CH:7]=1.[N+:20]([CH3:23])([O-:22])=[O:21].C([O-])(=O)C.[NH4+]>C(OCC)(=O)C.O>[N+:20](/[CH:23]=[CH:15]/[C:14]1[CH:17]=[CH:18][CH:19]=[C:12]([O:5][C:6]2[CH:11]=[CH:10][CH:9]=[CH:8][CH:7]=2)[CH:13]=1)([O-:22])=[O:21] |f:3.4|. Procedure: To an acetic acid (20.0 mL) solution of 3-phenoxybenzaldehyde (3.00 g, 15.1 mmol) were added nitromethane (4.61 g, 75.5 mmol) and ammonium acetate (2.33 g, 30.2 mmol) under nitrogen atmosphere at room temperature, which was stirred for 3 hours at 100° C. Water and ethyl acetate were added to the reaction mixture, and the organic layer was extracted with ethyl acetate. The organic layer was washed with saturated aqueous sodium chloride, dried over anhydrous magnesium sulfate, and filtered. The fi... Starting materials: CC(=O)OC(C)=O, Cc1cccc(C(=O)O)c1N, C1CCOC1, O. Yields the product CC(=O)Nc1c(C)cccc1C(=O)O. RXN SMILES: [CH3:12][C:13](=[O:14])[O:15][C:16](=[O:17])[CH3:18].[NH2:1][c:2]1[c:3]([C:4](=[O:5])[OH:6])[cH:7][cH:8][cH:9][c:10]1[CH3:11].[O:19]1[CH2:20][CH2:21][CH2:22][CH2:23]1.[OH2:24]>>[NH:1]([c:2]1[c:3]([C:4](=[O:5])[OH:6])[cH:7][cH:8][cH:9][c:10]1[CH3:11])[C:13]([CH3:12])=[O:14]. The reactants are ClC1=CC=C(C=C1)C1=C(C=2N(C=C1)C(N(N2)CC=2C(=NC(=CC2)C(F)(F)F)OC)=O)C2=CC=NC=C2 (7-(4-chlorophenyl)-2-((2-methoxy-6-(trifluoromethyl)pyridin-3-yl)methyl)-8-(pyridin-4-yl)-[1,2,4]triazolo[4,3-a]pyridin-3(2H)-one). The solvent is Br (HBr). Run at temperature 85 celsius, time 4 hour. Product: ClC1=CC=C(C=C1)C1=C(C=2N(C=C1)C(N(N2)CC=2C(=NC(=CC2)C(F)(F)F)O)=O)C2=CC=NC=C2 (7-(4-chlorophenyl)-2-((2-hydroxy-6-(trifluoromethyl)pyridin-3-yl)methyl)-8-(pyridin-4-yl)-[1,2,4]triazolo[4,3-a]pyridin-3(2H)-one). RXN SMILES: [Cl:1][C:2]1[CH:7]=[CH:6][C:5]([C:8]2[CH:13]=[CH:12][N:11]3[C:14](=[O:30])[N:15]([CH2:17][C:18]4[C:19]([O:28]C)=[N:20][C:21]([C:24]([F:27])([F:26])[F:25])=[CH:22][CH:23]=4)[N:16]=[C:10]3[C:9]=2[C:31]2[CH:36]=[CH:35][N:34]=[CH:33][CH:32]=2)=[CH:4][CH:3]=1>Br>[Cl:1][C:2]1[CH:3]=[CH:4][C:5]([C:8]2[CH:13]=[CH:12][N:11]3[C:14](=[O:30])[N:15]([CH2:17][C:18]4[C:19]([OH:28])=[N:20][C:21]([C:24]([F:26])([F:27])[F:25])=[CH:22][CH:23]=4)[N:16]=[C:10]3[C:9]=2[C:31]2[CH:32]=[CH:33][N:34]=[CH:35][CH:36]=2)=[CH:6][CH:7]=1. Reported procedure: To aqueous HBr solution (48%, 10 mL) was added 7-(4-chlorophenyl)-2-((2-methoxy-6-(trifluoromethyl)pyridin-3-yl)methyl)-8-(pyridin-4-yl)-[1,2,4]triazolo[4,3-a]pyridin-3(2H)-one (210 mg, 0.41 mmol). The resulting solution was stirred at 85° C. for 4 h. After cooling to room temperature, the reaction mixture was concentrated under reduced pressure to remove most of the solvent. The remaining liquid was stirred at 0° C., and neutralized to pH 7-8 by careful addition of 1.0 N aqueous NaOH. Yellow pr... Reactants: O1C(=CC=C1)C1=NC(=NC(=C1I)SC)N (4-furan-2-yl-5-iodo-6-methylsulfanyl-pyrimidin-2-ylamine), ClC=1C=C(C=C(C1)Cl)B(O)O (3,5-dichlorophenylboronic acid), C([O-])([O-])=O.[Na+].[Na+] (sodium carbonate). Reagents/catalysts: C1=CC=C(C=C1)P(C2=CC=CC=C2)C3=CC=CC=C3.C1=CC=C(C=C1)P(C2=CC=CC=C2)C3=CC=CC=C3.C1=CC=C(C=C1)P(C2=CC=CC=C2)C3=CC=CC=C3.C1=CC=C(C=C1)P(C2=CC=CC=C2)C3=CC=CC=C3.[Pd] (tetrakis(triphenylphosphine)palladium(O)). Solvent: O1CCOCC1 (dioxane). Yields the product ClC=1C=C(C=C(C1)Cl)C=1C(=NC(=NC1SC)N)C=1OC=CC1 (5-(3,5-dichloro-phenyl)-4-furan-2-yl-6-methylsulfanyl-pyrimidin-2-ylamine). Yield: 62.1%. As a reaction SMILES: [O:1]1[CH:5]=[CH:4][CH:3]=[C:2]1[C:6]1[C:11](I)=[C:10]([S:13][CH3:14])[N:9]=[C:8]([NH2:15])[N:7]=1.[Cl:16][C:17]1[CH:18]=[C:19](B(O)O)[CH:20]=[C:21]([Cl:23])[CH:22]=1.C(=O)([O-])[O-].[Na+].[Na+]>O1CCOCC1.C1C=CC(P(C2C=CC=CC=2)C2C=CC=CC=2)=CC=1.C1C=CC(P(C2C=CC=CC=2)C2C=CC=CC=2)=CC=1.C1C=CC(P(C2C=CC=CC=2)C2C=CC=CC=2)=CC=1.C1C=CC(P(C2C=CC=CC=2)C2C=CC=CC=2)=CC=1.[Pd]>[Cl:16][C:17]1[CH:18]=[C:19]([C:11]2[C:6]([C:2]3[O:1][CH:5]=[CH:4][CH:3]=3)=[N:7][C:8]([NH2:15])=[N:9][C:10]=2[S:13][CH3:14])[CH:20]=[C:21]([Cl:23])[CH:22]=1 |f:2.3.4,6.7.8.9.10|. Procedure: To a stirred solution of 500 mg (1.50 mmol) 4-furan-2-yl-5-iodo-6-methylsulfanyl-pyrimidin-2-ylamine in 20 ml dioxane under argon at room temperature were added 0.5 ml (1.50 mmol) 3,5-dichlorophenylboronic acid (50% solution in THF/water), 173 mg (0.15 mmol) tetrakis(triphenylphosphine)palladium(O) and 3.0 ml (6.0 mmol) 2M aqueous sodium carbonate solution. The reaction mixture was heated at reflux for 16 h, then cooled to room temperature, 1 g of kieselgel added, and the mixture concentrated in... Starting materials: ClC1=CC=C(C=C1)C=1OC2=C(N1)CN(C2)C2CCCCC2 (2-(4-chlorophenyl)-5-cyclohexyl-5,6-dihydro-4H-pyrrolo-[3,4-d]oxazole), C(C)O (ethanol). Yields the product ClC1=CC=C(C(=O)N[C@@H]2CN(C[C@@H]2O)C2CCCCC2)C=C1 (Cis-4-chloro-N-(1-cyclohexyl-4-hydroxy-3-pyrrolidinyl)benzamide). As a reaction SMILES: [Cl:1][C:2]1[CH:7]=[CH:6][C:5]([C:8]2[O:9][C:10]3[CH2:15][N:14]([CH:16]4[CH2:21][CH2:20][CH2:19][CH2:18][CH2:17]4)[CH2:13][C:11]=3[N:12]=2)=[CH:4][CH:3]=1.C([OH:24])C>>[Cl:1][C:2]1[CH:7]=[CH:6][C:5]([C:8]([NH:12][C@H:11]2[C@@H:10]([OH:9])[CH2:15][N:14]([CH:16]3[CH2:21][CH2:20][CH2:19][CH2:18][CH2:17]3)[CH2:13]2)=[O:24])=[CH:4][CH:3]=1. Reported procedure: Forty-one grams of 2-(4-chlorophenyl)-5-cyclohexyl-5,6-dihydro-4H-pyrrolo-[3,4-d]oxazole was dissolved in 500 ml. of 95% ethanol and the solution was heated at reflux for one hour. The solvent was evaporated under vacuum and replaced with methylene chloride. The methyl chloride was washed with dilute sodium hydroxide, dried and evaporated. The product was crystallized from benzene. Yield was 33.2 g (94.5%); m.p. 158°-160° C. The reactants are CCOC(=O)N1CCN(C(=O)C(Cc2ccccc2C(=O)OC)NC(=O)c2cc(OC)c3ccccc3n2)CC1, CO, [Li+], [OH-]. Yields the product CCOC(=O)N1CCN(C(=O)C(Cc2ccccc2C(=O)O)NC(=O)c2cc(OC)c3ccccc3n2)CC1. As a reaction SMILES: [CH2:1]([CH3:2])[O:3][C:4](=[O:5])[N:6]1[CH2:7][CH2:8][N:9]([C:12](=[O:13])[CH:14]([CH2:15][c:16]2[c:17]([C:22](=[O:23])[O:24][CH3:25])[cH:18][cH:19][cH:20][cH:21]2)[NH:26][C:27](=[O:28])[c:29]2[n:30][c:31]3[cH:32][cH:33][cH:34][cH:35][c:36]3[c:37]([O:39][CH3:40])[cH:38]2)[CH2:10][CH2:11]1.[CH3:43][OH:44].[Li+:42].[OH-:41]>>[CH2:1]([CH3:2])[O:3][C:4](=[O:5])[N:6]1[CH2:7][CH2:8][N:9]([C:12](=[O:13])[CH:14]([CH2:15][c:16]2[c:17]([C:22](=[O:23])[OH:24])[cH:18][cH:19][cH:20][cH:21]2)[NH:26][C:27](=[O:28])[c:29]2[n:30][c:31]3[cH:32][cH:33][cH:34][cH:35][c:36]3[c:37]([O:39][CH3:40])[cH:38]2)[CH2:10][CH2:11]1. Reactants: example 5 ( 1 ), NCC(C(=O)OC)C1(OCCO1)C (methyl 3-amino-2-(2-methyl-[1,3]dioxolan-2-yl)propionate), CC=1C=C2C(C(=O)OC2=O)=CC1 (4-methylphthalic anhydride). Yields the product CC=1C=C2C(N(C(C2=CC1)=O)CC(C(=O)OC)C1(OCCO1)C)=O (Methyl 3-(5-methyl-1,3-dioxo-1,3-dihydro-isoindol-2-yl)-2-(2-methyl-[1,3]dioxolan-2-yl)propionate). As a reaction SMILES: [NH2:1][CH2:2][CH:3]([C:8]1([CH3:13])[O:12][CH2:11][CH2:10][O:9]1)[C:4]([O:6][CH3:7])=[O:5].[CH3:14][C:15]1[CH:16]=[C:17]2[C:22](=O)[O:21][C:19](=[O:20])[C:18]2=[CH:24][CH:25]=1>>[CH3:14][C:15]1[CH:16]=[C:17]2[C:18](=[CH:24][CH:25]=1)[C:19](=[O:20])[N:1]([CH2:2][CH:3]([C:8]1([CH3:13])[O:9][CH2:10][CH2:11][O:12]1)[C:4]([O:6][CH3:7])=[O:5])[C:22]2=[O:21]. Reported procedure: Methyl 3-(5-methyl-1,3-dioxo-1,3-dihydro-isoindol-2-yl)-2-(2-methyl-[1,3]dioxolan-2-yl)propionate was prepared (0.12 g, 10%) in the same manner as described in the above example 5 (1) from methyl 3-amino-2-(2-methyl-[1,3]dioxolan-2-yl)propionate (0.50 g, 2.64 mmol) and 4-methylphthalic anhydride (0.56 g, 3.43 mmol), and the obtained product was identified with the following NMR data. Starting materials: C[C@@H]1CN(C[C@@H](N1)C)CCCN1C2=CC=CC=C2C=2C=CC=CC12 (9-[3-(3,5-cis-dimethylpiperazino)-propyl]-carbazole), C(C)(=O)O (acetic acid). The solvent is C1(=CC=CC=C1)C (toluene). Yields the product C(C)(=O)O.C[C@@H]1CN(C[C@@H](N1)C)CCCN1C2=CC=CC=C2C=2C=CC=CC12 (cis-9-[3-(3,5-dimethyl-1-piperazinyl)propyl]carbazole acetate). RXN SMILES: [CH3:1][C@H:2]1[NH:7][C@@H:6]([CH3:8])[CH2:5][N:4]([CH2:9][CH2:10][CH2:11][N:12]2[C:24]3[CH:23]=[CH:22][CH:21]=[CH:20][C:19]=3[C:18]3[C:13]2=[CH:14][CH:15]=[CH:16][CH:17]=3)[CH2:3]1.[C:25]([OH:28])(=[O:27])[CH3:26]>C1(C)C=CC=CC=1>[C:25]([OH:28])(=[O:27])[CH3:26].[CH3:1][C@H:2]1[NH:7][C@@H:6]([CH3:8])[CH2:5][N:4]([CH2:9][CH2:10][CH2:11][N:12]2[C:13]3[CH:14]=[CH:15][CH:16]=[CH:17][C:18]=3[C:19]3[C:24]2=[CH:23][CH:22]=[CH:21][CH:20]=3)[CH2:3]1 |f:3.4|. Procedure: To the 9-[3-(3,5-cis-dimethylpiperazino)-propyl]-carbazole (10 g) of Example 4 dissolved in hot toluene (70 ml) was added acetic acid (2.0 ml). The mixture was stirred and cooled to 2°. The resulting product was collected by filtration, washed with cyclohexane (35 ml) and dried under reduced pressure to give cis-9-[3-(3,5-dimethyl-1-piperazinyl)propyl]carbazole acetate one-quarter hydrate (10.4 g), m.p. 144°-146°, which had the following elemental analysis: